From a dataset of the Open Reaction Database (ORD), a public repository of structured organic reaction records. describe an organic reaction: reactants, conditions, products, and yield Starting materials: O=[N+]([O-])c1ccc(CP(Br)(c2ccccc2)(c2ccccc2)c2ccccc2)cc1, [Li]CCCC, C1CCOC1, O=CC=Cc1ccc(Cl)c(Cl)c1. The product is O=[N+]([O-])c1ccc(C=CC=Cc2ccc(Cl)c(Cl)c2)cc1. RXN SMILES: [Br:1][P:2]([c:3]1[cH:4][cH:5][cH:6][cH:7][cH:8]1)([c:9]1[cH:10][cH:11][cH:12][cH:13][cH:14]1)([c:15]1[cH:16][cH:17][cH:18][cH:19][cH:20]1)[CH2:21][c:22]1[cH:23][cH:24][c:25]([N+:28](=[O:29])[O-:30])[cH:26][cH:27]1.[CH2:31]([Li:32])[CH2:33][CH2:34][CH3:35].[CH2:48]1[O:49][CH2:50][CH2:51][CH2:52]1.[Cl:36][c:37]1[cH:38][c:39]([CH:44]=[CH:45][CH:46]=[O:47])[cH:40][cH:41][c:42]1[Cl:43]>>[CH:21]([c:22]1[cH:23][cH:24][c:25]([N+:28](=[O:29])[O-:30])[cH:26][cH:27]1)=[CH:46][CH:45]=[CH:44][c:39]1[cH:38][c:37]([Cl:36])[c:42]([Cl:43])[cH:41][cH:40]1. Reactants: C(C#C)Br (propargyl bromide), C1(=CC=CC=C1)C (toluene), Mg, C(C)(C)(C)OC(=O)N[C@H]([C@H](C=O)O[Si](C(C)C)(C(C)C)C(C)C)CC1CCCCC1 ((2R,3S)-N-[(tert-Butyloxy) Carbonyl]-3-amino-4-cyclohexyl-2-(triisopropylsilyloxy) butanal), [NH4+].[Cl-] (NH4Cl). The reagents and catalysts are Cl[Hg]Cl (HgCl2). Run in C(C)OCC (diethyl ether), C(C)OCC (diethyl ether), C(C)OCC (diethyl ether), C(C)OCC (diethyl ether). Conditions: temperature 10 celsius, time 45 minute. The product is C(C)(C)(C)OC(=O)N[C@H]([C@H]([C@H](CC#C)O)O[Si](C(C)C)(C(C)C)C(C)C)CC1CCCCC1 ((4S,5R,6S)-N-[(tert-Butyloxy)carbonyl]-6-amino-7-cyclohexyl-4-hydroxy-5-(triisopropylsilyloxy)hept-1-yne), liquid. The yield is 65.0%. As a reaction SMILES: [CH2:1](Br)[C:2]#[CH:3].C1(C)C=CC=CC=1.[C:12]([O:16][C:17]([NH:19][C@@H:20]([CH2:35][CH:36]1[CH2:41][CH2:40][CH2:39][CH2:38][CH2:37]1)[C@@H:21]([O:24][Si:25]([CH:32]([CH3:34])[CH3:33])([CH:29]([CH3:31])[CH3:30])[CH:26]([CH3:28])[CH3:27])[CH:22]=[O:23])=[O:18])([CH3:15])([CH3:14])[CH3:13].[NH4+].[Cl-]>C(OCC)C.Cl[Hg]Cl>[C:12]([O:16][C:17]([NH:19][C@@H:20]([CH2:35][CH:36]1[CH2:37][CH2:38][CH2:39][CH2:40][CH2:41]1)[C@@H:21]([O:24][Si:25]([CH:26]([CH3:27])[CH3:28])([CH:29]([CH3:30])[CH3:31])[CH:32]([CH3:33])[CH3:34])[C@@H:22]([OH:23])[CH2:3][C:2]#[CH:1])=[O:18])([CH3:13])([CH3:14])[CH3:15] |f:3.4|. Procedure details: To a dry flask under an N2 atmosphere was added Mg (0.40 g, 6.4 mmol), HgCl2 (0.03 g) and anhydrous diethyl ether (4 mL). A solution of 80% propargyl bromide in toluene (1.83 mL, 16.4 mmol) was added to an addition funnel and several drops were added to the reaction mixture. After the reaction was initiated, anhydrous diethyl ether (10 mL) was added to the reaction flask and anhydrous diethyl ether (10 mL) was added to the funnel solution. The funnel solution was added dropwise while the reactio... The reactants are C1(=NC=CC2=CC=CC=C12)CO.NC1=CC(=C(C=C1)O)Cl (4-amino-2-chloro-phenol 1-isoquinolinyl methanol), ClC=1C=C(C=CC1OCC1=NC=CC=C1)N (3-chloro-4-(pyridin-2-ylmethoxy)-phenylamine). Product: ClC=1C=C(C=CC1OCC1=NC=CC2=CC=CC=C12)N (3-chloro-4-(isoquinolin-1-ylmethoxy)-phenylamine). As a reaction SMILES: [C:1]1([CH2:11][OH:12])[C:10]2[C:5](=[CH:6][CH:7]=[CH:8][CH:9]=2)[CH:4]=[CH:3][N:2]=1.[NH2:13][C:14]1[CH:19]=[CH:18][C:17](O)=[C:16]([Cl:21])[CH:15]=1.ClC1C=C(N)C=CC=1OCC1C=CC=CN=1>>[Cl:21][C:16]1[CH:15]=[C:14]([NH2:13])[CH:19]=[CH:18][C:17]=1[O:12][CH2:11][C:1]1[C:10]2[C:5](=[CH:6][CH:7]=[CH:8][CH:9]=2)[CH:4]=[CH:3][N:2]=1 |f:0.1|. Procedure: Compound 11A was prepared from 4-amino-2-chloro-phenol 1-isoquinolinyl methanol by a route analogous to that used for the preparation of 1C. Starting materials: Fc1ccc(Cl)nc1, Cc1nc(C#Cc2cccc(Cl)c2)c[nH]1. Yields the product Cc1nc(C#Cc2cccc(Cl)c2)cn1-c1ccc(Cl)nc1. RXN SMILES: [Cl:16][c:17]1[n:18][cH:19][c:20]([F:23])[cH:21][cH:22]1.[Cl:1][c:2]1[cH:3][c:4]([C:8]#[C:9][c:10]2[n:11][c:12]([CH3:15])[nH:13][cH:14]2)[cH:5][cH:6][cH:7]1>>[Cl:1][c:2]1[cH:3][c:4]([C:8]#[C:9][c:10]2[n:11][c:12]([CH3:15])[n:13](-[c:20]3[cH:19][n:18][c:17]([Cl:16])[cH:22][cH:21]3)[cH:14]2)[cH:5][cH:6][cH:7]1. Starting materials: FC1=NC=CC=C1 (2-fluoropyridine), Cl.FC(CN)(F)F (2,2,2-trifluoroethylamine hydrogen chloride). Solvent: C(C)(=O)OCC (ethyl acetate). Conditions: temperature 220 celsius. Product: FC(CNC1=NC=CC=C1)(F)F (N-(2,2,2-trifluoroethyl)-2-pyridinamine). The yield is 468.5%. As a reaction SMILES: F[C:2]1[CH:7]=[CH:6][CH:5]=[CH:4][N:3]=1.Cl.[F:9][C:10]([F:14])([F:13])[CH2:11][NH2:12]>C(OCC)(=O)C>[F:9][C:10]([F:14])([F:13])[CH2:11][NH:12][C:2]1[CH:7]=[CH:6][CH:5]=[CH:4][N:3]=1 |f:1.2|. Procedure: A mixture of 2-fluoropyridine (2.00 g, 20.6 mmol) and 2,2,2-trifluoroethylamine hydrogen chloride (5.00 g, 36.9 mmol) was heated to 220° C. for 30 min in a microwave reactor. The same reaction was repeated 5 times. The reaction mixtures from all 6 reactions were cooled, combined and diluted with ethyl acetate (150 mL). The organic mixture was neutralized by washing with saturated aqueous sodium bicarbonate, water (30 mL) and brine (30 mL). The organic phase was dried over Na2SO4 and concentrated... Run in O (water), C1CCOC1 (THF), C1CCOC1 (THF). Reaction conditions: time 1 hour. Reactants: [OH-].[Na+] (sodium hydroxide), Cl (hydrochloric acid), CC(C)([O-])C.[K+] (potassium t-butoxide), C(C)OC(CN=C(SC)SC)=O (N-[bis(methylthio)methylene]glycine ethyl ester), C(C)(C)(C)C=1C=C(CBr)C=CC1 (3-t-butylbenzyl bromide). The product is CSC(=N[C@@H](CC1=CC(=CC=C1)C(C)(C)C)C(=O)O)SC (N-[bis(methylthio)methylene]-3-t-butylphenylalanine). Procedure details: To a solution of 1.78 g (15.8 mmol) of potassium t-butoxide in 30 ml of THF, a solution of 3.28 g (15.8 mmol) of N-[bis(methylthio)methylene]glycine ethyl ester (Angew. Chem. Internat. Edit., 14, 426 (1975)) and 2.39 g (10.5 mmol) of 3-t-butylbenzyl bromide (Eur. J. Med. Chem., 23, 477 (1988)) in 10 ml of THF was added at −78° C. and the mixture was stirred at room temperature for 1 hour. Under cooling with ice, 10 ml of water was added, then 5 ml of 2 N aqueous sodium hydroxide was added and th... Reaction SMILES: CC(C)([O-])C.[K+].C([O:9][C:10](=[O:18])[CH2:11][N:12]=[C:13]([S:16][CH3:17])[S:14][CH3:15])C.[C:19]([C:23]1[CH:24]=[C:25]([CH:28]=[CH:29][CH:30]=1)[CH2:26]Br)([CH3:22])([CH3:21])[CH3:20].[OH-].[Na+].Cl>C1COCC1.O>[CH3:17][S:16][C:13]([S:14][CH3:15])=[N:12][C@H:11]([C:10]([OH:9])=[O:18])[CH2:26][C:25]1[CH:28]=[CH:29][CH:30]=[C:23]([C:19]([CH3:22])([CH3:21])[CH3:20])[CH:24]=1 |f:0.1,4.5|.